Dataset: the Open Reaction Database (ORD), a public repository of structured organic reaction records. Task: describe an organic reaction: reactants, conditions, products, and yield The reactants are C(=O)(C(F)(F)F)O (TFA), S1C2=C(C=C1C(C1=CC3=C(C=C1)OCO3)O)C=CC=C2 (α-(2-benzo[b]thienyl)-3,4-(methylenedioxy)benzyl alcohol), C(C)[SiH](CC)CC (triethylsilane). Product: C1OC=2C=C(CC3=CC4=C(S3)C=CC=C4)C=CC2O1 (2-[3,4-(methylenedioxy)benzyl]benzo[b]thiophene), light orange solid. Yield: 73.0%. RXN SMILES: [S:1]1[C:5]([CH:6](O)[C:7]2[CH:12]=[CH:11][C:10]3[O:13][CH2:14][O:15][C:9]=3[CH:8]=2)=[CH:4][C:3]2[CH:17]=[CH:18][CH:19]=[CH:20][C:2]1=2.C([SiH](CC)CC)C.C(O)(C(F)(F)F)=O>>[CH2:14]1[O:13][C:10]2[CH:11]=[CH:12][C:7]([CH2:6][C:5]3[S:1][C:2]4[CH:20]=[CH:19][CH:18]=[CH:17][C:3]=4[CH:4]=3)=[CH:8][C:9]=2[O:15]1. Reported procedure: 2-[3,4-(methylenedioxy)benzyl]benzo[b]thiophene was prepared by the method of Example 47B using α-(2-benzo[b]thienyl)-3,4-(methylenedioxy)benzyl alcohol (6.2 mmoles, 1.8 g), triethylsilane (6.8 mmoles, 1.1 ml) CH2Cl2 (50 ml) and TFA (12.4 mmoles, 0.95 ml). Recrystallization from hexanes provided 1.2 g (73%) of a light orange solid.